This data is from the Open Reaction Database (ORD), a public repository of structured organic reaction records. The task is: describe an organic reaction: reactants, conditions, products, and yield The reactants are CC1(C=NC(CCCCCCCC1)CC)C (3,3-dimethyl-12-ethyl-1-azacyclododecene), S(O)(O)(=O)=O (sulfuric acid), [OH-].[Na+] (sodium hydroxide). Run in O (water). Product: CC(C(=O)O)(CCCCCCCCC(N)CC)C (2,2-dimethyl-11-ethyl-11-aminoundecanoic acid). Isolated yield 73.0%. As a reaction SMILES: [CH3:1][C:2]1([CH3:16])[CH2:13][CH2:12][CH2:11][CH2:10][CH2:9][CH2:8][CH2:7][CH2:6][CH:5]([CH2:14][CH3:15])[N:4]=[CH:3]1.S(=O)(=O)(O)[OH:18].[OH-:22].[Na+]>O>[CH3:1][C:2]([CH3:16])([CH2:13][CH2:12][CH2:11][CH2:10][CH2:9][CH2:8][CH2:7][CH2:6][CH:5]([CH2:14][CH3:15])[NH2:4])[C:3]([OH:18])=[O:22] |f:2.3|. Procedure details: With stirring, 975 g (4.37 moles) of 3,3-dimethyl-12-ethyl-1-azacyclododecene (prepared in accordance with Example β) are added dropwise in the course of about 35 minutes to a solution of 450 g (4.6 moles) of sulfuric acid in 600 g of water. The clear, slightly yellowish solution is then treated with steam for 20 minutes in order to remove any aldehyde impurities. The aqueous solution is subsequently stirred in an autoclave for 3 hours at 50° C. under an oxygen pressure of 20 bar. The acid react... Reactants: [Na] (sodium), ClC1=C(NC2=C(C=CC=C2)CC(=O)O)C(=CC=C1)Cl ([o-(2,6-dichloro-anilino)-phenyl]-acetic acid), C(C(=O)Cl)(=O)Cl (oxalyl chloride). Run in C1=CC=CC=C1 (benzene), C1=CC=CC=C1 (benzene). The product is N1=C(C=CC=C1)COC(CC1=C(C=CC=C1)NC1=C(C=CC=C1Cl)Cl)=O ([o-(2,6-Dichloro-anilino)-phenyl]-acetic acid-(2-pyridyl)-methyl ester). As a reaction SMILES: [C:1](Cl)(=O)[C:2](Cl)=O.[Na].[Cl:8][C:9]1[CH:25]=[CH:24][CH:23]=[C:22]([Cl:26])[C:10]=1[NH:11][C:12]1[CH:17]=[CH:16][CH:15]=[CH:14][C:13]=1[CH2:18][C:19]([OH:21])=[O:20]>C1C=CC=CC=1>[N:11]1[CH:10]=[CH:9][CH:25]=[CH:24][C:1]=1[CH2:2][O:20][C:19](=[O:21])[CH2:18][C:13]1[CH:14]=[CH:15][CH:16]=[CH:17][C:12]=1[NH:11][C:10]1[C:9]([Cl:8])=[CH:25][CH:24]=[CH:23][C:22]=1[Cl:26] |^1:6|. Procedure details: While stirring, a mixture of 10 ml of oxalyl chloride and 20 ml of anhydrous benzene is added at 5°-10°C to a suspension of 10.0 g of the sodium salt of [o-(2,6-dichloro-anilino)-phenyl]-acetic acid in 100 ml of anhydrous benzene. The reaction mixture is then stirred for 3 hours at room temperature and the suspension is concentrated to dryness at 40°C and 11 Torr. The residue is treated with 40 ml of anhydrous benzene and the mixture is concentrated to dryness under 11 Torr. The residue, [o-(2,6...